From a dataset of the Open Reaction Database (ORD), a public repository of structured organic reaction records. describe an organic reaction: reactants, conditions, products, and yield The reactants are C1(=CC=CC=C1)[C@H](C)NC1=NC=CC(=N1)N1C=NC2=C1C=CC(=C2)I (2-[(S)-1-Phenylethylamino]-4-[5-iodobenzimidazol-1-yl]pyrimidine), FC(C=1C=C(C=C(C1)C(F)(F)F)B(O)O)(F)F (3,5-bis(trifluoromethyl)phenyl boronic acid). Yields the product C1(=CC=CC=C1)[C@H](C)NC1=NC=CC(=N1)N1C=NC2=C1C=CC(=C2)C2=CC(=CC(=C2)C(F)(F)F)C(F)(F)F (2-[(S)-1-Phenylethylamino]-4-[5-(3,5-bis(trifluoromethyl)phenyl)benzimidazol-1-yl]pyrimidine). As a reaction SMILES: [C:1]1([C@@H:7]([NH:9][C:10]2[N:15]=[C:14]([N:16]3[C:20]4[CH:21]=[CH:22][C:23](I)=[CH:24][C:19]=4[N:18]=[CH:17]3)[CH:13]=[CH:12][N:11]=2)[CH3:8])[CH:6]=[CH:5][CH:4]=[CH:3][CH:2]=1.[F:26][C:27]([F:42])([F:41])[C:28]1[CH:29]=[C:30](B(O)O)[CH:31]=[C:32]([C:34]([F:37])([F:36])[F:35])[CH:33]=1>>[C:1]1([C@@H:7]([NH:9][C:10]2[N:15]=[C:14]([N:16]3[C:20]4[CH:21]=[CH:22][C:23]([C:30]5[CH:31]=[C:32]([C:34]([F:37])([F:35])[F:36])[CH:33]=[C:28]([C:27]([F:26])([F:42])[F:41])[CH:29]=5)=[CH:24][C:19]=4[N:18]=[CH:17]3)[CH:13]=[CH:12][N:11]=2)[CH3:8])[CH:6]=[CH:5][CH:4]=[CH:3][CH:2]=1. Procedure details: The title compound was prepared according to the procedure described in EXAMPLE 397, starting from 2-[(S)-1-Phenylethylamino]-4-[5-iodobenzimidazol-1-yl]pyrimidine and 3,5-bis(trifluoromethyl)phenyl boronic acid. Mass spectrum (ESI) 528.3 (M+1). Starting materials: CCOC(=O)CSc1cnc(NC(=O)N(CC2CCCC2)c2cccc(C(F)(F)F)c2)s1, CCOC(=O)CSc1cnc(N)s1, CS(=O)(=O)c1ccc(N(CC2CCCC2)C(=O)Nc2nc(CC(=O)O)cs2)cc1, FC(F)(F)c1cccc(NCC2CCCC2)c1. Product: O=C(O)CSc1cnc(NC(=O)N(CC2CCCC2)c2cccc(C(F)(F)F)c2)s1. RXN SMILES: [CH2:1]([CH3:2])[O:3][C:4]([CH2:5][S:6][c:7]1[cH:8][n:9][c:10]([NH:12][C:13](=[O:14])[N:15]([c:16]2[cH:17][c:18]([C:22]([F:23])([F:24])[F:25])[cH:19][cH:20][cH:21]2)[CH2:26][CH:27]2[CH2:28][CH2:29][CH2:30][CH2:31]2)[s:11]1)=[O:32].[CH2:79]([O:80][C:81](=[O:82])[CH2:83][S:84][c:85]1[s:86][c:87]([NH2:88])[n:89][cH:90]1)[CH3:91].[CH:33]1([CH2:34][N:35]([c:36]2[cH:37][cH:38][c:39]([S:40]([CH3:41])(=[O:42])=[O:43])[cH:44][cH:45]2)[C:46](=[O:47])[NH:48][c:49]2[s:50][cH:51][c:52]([CH2:53][C:54]([OH:55])=[O:56])[n:57]2)[CH2:58][CH2:59][CH2:60][CH2:61]1.[CH:62]1([CH2:63][NH:64][c:65]2[cH:66][cH:67][cH:68][c:69]([C:70]([F:71])([F:72])[F:73])[cH:74]2)[CH2:75][CH2:76][CH2:77][CH2:78]1>>[O:3]=[C:4]([CH2:5][S:6][c:7]1[cH:8][n:9][c:10]([NH:12][C:13](=[O:14])[N:15]([c:16]2[cH:17][c:18]([C:22]([F:23])([F:24])[F:25])[cH:19][cH:20][cH:21]2)[CH2:26][CH:27]2[CH2:28][CH2:29][CH2:30][CH2:31]2)[s:11]1)[OH:32].